Dataset: the Open Reaction Database (ORD), a public repository of structured organic reaction records. Task: describe an organic reaction: reactants, conditions, products, and yield The reactants are CC(=O)NC1CC(N(C)C(C)C)CCC1N1CCC(NC(=O)OCc2ccccc2)C1=O, Cl. The product is CC(=O)NC1CC(N(C)C(C)C)CCC1N1CCC(N)C1=O. As a reaction SMILES: [C:1]([CH3:2])(=[O:3])[NH:4][CH:5]1[CH:6]([N:16]2[C:17](=[O:32])[CH:18]([NH:21][C:22](=[O:23])[O:24][CH2:25][c:26]3[cH:27][cH:28][cH:29][cH:30][cH:31]3)[CH2:19][CH2:20]2)[CH2:7][CH2:8][CH:9]([N:11]([CH3:12])[CH:13]([CH3:14])[CH3:15])[CH2:10]1.[ClH:33]>>[C:1]([CH3:2])(=[O:3])[NH:4][CH:5]1[CH:6]([N:16]2[C:17](=[O:32])[CH:18]([NH2:21])[CH2:19][CH2:20]2)[CH2:7][CH2:8][CH:9]([N:11]([CH3:12])[CH:13]([CH3:14])[CH3:15])[CH2:10]1. The yield is 66.0%. Procedure: Method as described for intermediate 5 using (S)-4-(4-chloropyrimidin-2-yl)-3-methylmorpholine (intermediate 15) and 4-(3-cyclopropylureido)phenyl boronic acid pinacol ester. Material was purified using flash chromatography (20-90% EtOAc in petroleum ether 40-60) to afford a light pink solid (130 mg, 66%). As a reaction SMILES: FC1C=C(C2N=C(SC)N=C(N3CCOC[C@@H]3C)C=2)C=NC=1.Cl[C:24]1[CH:29]=[CH:28][N:27]=[C:26]([N:30]2[CH2:35][CH2:34][O:33][CH2:32][C@@H:31]2[CH3:36])[N:25]=1.[CH:37]1([NH:40][C:41](=[O:58])[NH:42][C:43]2[CH:48]=[CH:47][C:46](B3OC(C)(C)C(C)(C)O3)=[CH:45][CH:44]=2)[CH2:39][CH2:38]1>>[CH:37]1([NH:40][C:41]([NH:42][C:43]2[CH:48]=[CH:47][C:46]([C:24]3[CH:29]=[CH:28][N:27]=[C:26]([N:30]4[CH2:35][CH2:34][O:33][CH2:32][C@@H:31]4[CH3:36])[N:25]=3)=[CH:45][CH:44]=2)=[O:58])[CH2:39][CH2:38]1. Reactants: FC=1C=C(C=NC1)C1=CC(=NC(=N1)SC)N1[C@H](COCC1)C ((S)-4-(6-(5-fluoropyridin-3-yl)-2-(methylthio)pyrimidin-4-yl)-3-methylmorpholine), C1(CC1)NC(NC1=CC=C(C=C1)B1OC(C)(C)C(C)(C)O1)=O (4-(3-cyclopropylureido)phenyl boronic acid pinacol ester), ClC1=NC(=NC=C1)N1[C@H](COCC1)C ((S)-4-(4-chloropyrimidin-2-yl)-3-methylmorpholine), ClC1=NC(=NC=C1)N1[C@H](COCC1)C ((S)-4-(4-chloropyrimidin-2-yl)-3-methylmorpholine). Product: C1(CC1)NC(=O)NC1=CC=C(C=C1)C1=NC(=NC=C1)N1[C@H](COCC1)C ((S)-1-cyclopropyl-3-(4-(2-(3-methylmorpholino)pyrimidin-4-yl)phenyl)urea). Starting materials: OC(C)(C=1SC(=CN1)C1=CC(=CC(=C1)NC1=NC=CC(=N1)C(F)(F)F)C)[C@@H]1CC[C@H](CC1)C(=O)OCCCC (butyl trans-4-{1-hydroxy-1-[5-(3-methyl-5-{[4-(trifluoromethyl)-pyrimidin-2-yl]amino}phenyl)-1,3-thiazol-2-yl]ethyl}cyclohexanecarboxylate), [OH-].[Na+] (sodium hydroxide), Cl (HCl). The solvent is CO (methanol), O (water), C(C)(=O)OCC (ethyl acetate). Run at temperature 100 celsius. The product is O[C@@](C)(C=1SC(=CN1)C1=CC(=CC(=C1)NC1=NC=CC(=N1)C(F)(F)F)C)[C@@H]1CC[C@H](CC1)C(=O)O (trans-4-{(1R)-1-hydroxy-1-[5-(3-methyl-5-{[4-(trifluoromethyl)pyrimidin-2-yl]amino}phenyl)-1,3-thiazol-2-yl]ethyl}cyclohexanecarboxylic acid), O[C@](C)(C=1SC(=CN1)C1=CC(=CC(=C1)NC1=NC=CC(=N1)C(F)(F)F)C)[C@@H]1CC[C@H](CC1)C(=O)O (trans-4-{(1S)-1-hydroxy-1-[5-(3-methyl-5-{[4-(trifluoromethyl)pyrimidin-2-yl]amino}phenyl)-1,3-thiazol-2-yl]ethyl}cyclohexanecarboxylic acid). As a reaction SMILES: [OH:1][C:2]([C@H:27]1[CH2:32][CH2:31][C@H:30]([C:33]([O:35]CCCC)=[O:34])[CH2:29][CH2:28]1)([C:4]1[S:5][C:6]([C:9]2[CH:14]=[C:13]([NH:15][C:16]3[N:21]=[C:20]([C:22]([F:25])([F:24])[F:23])[CH:19]=[CH:18][N:17]=3)[CH:12]=[C:11]([CH3:26])[CH:10]=2)=[CH:7][N:8]=1)[CH3:3].[OH-].[Na+].Cl>CO.O.C(OCC)(=O)C>[OH:1][C@:2]([C@H:27]1[CH2:32][CH2:31][C@H:30]([C:33]([OH:35])=[O:34])[CH2:29][CH2:28]1)([C:4]1[S:5][C:6]([C:9]2[CH:14]=[C:13]([NH:15][C:16]3[N:21]=[C:20]([C:22]([F:23])([F:25])[F:24])[CH:19]=[CH:18][N:17]=3)[CH:12]=[C:11]([CH3:26])[CH:10]=2)=[CH:7][N:8]=1)[CH3:3].[OH:1][C@@:2]([C@H:27]1[CH2:32][CH2:31][C@H:30]([C:33]([OH:35])=[O:34])[CH2:29][CH2:28]1)([C:4]1[S:5][C:6]([C:9]2[CH:14]=[C:13]([NH:15][C:16]3[N:21]=[C:20]([C:22]([F:23])([F:25])[F:24])[CH:19]=[CH:18][N:17]=3)[CH:12]=[C:11]([CH3:26])[CH:10]=2)=[CH:7][N:8]=1)[CH3:3] |f:1.2|. Procedure details: To a solution of butyl trans-4-{1-hydroxy-1-[5-(3-methyl-5-{[4-(trifluoromethyl)-pyrimidin-2-yl]amino}phenyl)-1,3-thiazol-2-yl]ethyl}cyclohexanecarboxylate (600 mg, 1.066 mmol) in methanol (10.7 mL) was added sodium hydroxide (1.0 M in H2O, 2.13 mL, 2.13 mmol) and the reaction was heated overnight at 100° C. The reaction was then cooled to room temperature, acidified with HCl (1.0 M in H2O) to a pH of ˜3 and then diluted with water and ethyl acetate. The organic layer was separated, dried over m... The reactants are C(C)(=O)OCC (ethyl acetate), N1=CC=CC=C1 (pyridine), C1(=CC=CC=C1)OC(=O)Cl (phenylchloroformate), FC1=C(C(=N)NO)C=CC(=C1)OCC1=C(N=C(S1)C1=CC=C(C=C1)C(F)(F)F)C (2-Fluoro-N-hydroxy-4-[4-methyl-2-(4-trifluoromethyl-phenyl)-thiazole-5-ylmethoxy]-benzamidine). Solvent: ClCCl (dichloromethane). The product is FC1=C(C=CC(=C1)OCC1=C(N=C(S1)C1=CC=C(C=C1)C(F)(F)F)C)C1=NOC(N1)=O (3-{2-Fluoro-4-[4-methyl-2-(4-trifluoromethyl-phenyl)-thiazole-5-ylmethoxy]-phenyl}-4H-[1,2,4]oxadiazole-5-one). RXN SMILES: [F:1][C:2]1[CH:11]=[C:10]([O:12][CH2:13][C:14]2[S:18][C:17]([C:19]3[CH:24]=[CH:23][C:22]([C:25]([F:28])([F:27])[F:26])=[CH:21][CH:20]=3)=[N:16][C:15]=2[CH3:29])[CH:9]=[CH:8][C:3]=1[C:4]([NH:6][OH:7])=[NH:5].N1C=CC=CC=1.[C:36]1([O:42]C(Cl)=O)C=CC=CC=1.C(OCC)(=O)C>ClCCl>[F:1][C:2]1[CH:11]=[C:10]([O:12][CH2:13][C:14]2[S:18][C:17]([C:19]3[CH:24]=[CH:23][C:22]([C:25]([F:26])([F:28])[F:27])=[CH:21][CH:20]=3)=[N:16][C:15]=2[CH3:29])[CH:9]=[CH:8][C:3]=1[C:4]1[NH:5][C:36](=[O:42])[O:7][N:6]=1. Reported procedure: 138 mg of 2-Fluoro-N-hydroxy-4-[4-methyl-2-(4-trifluoromethyl-phenyl)-thiazole-5-ylmethoxy]-benzamidine were dissolved in 2 ml dichloromethane. 35 μl pyridine and 53 μl phenylchloroformate were added and the mixture stirred at room temperature for thirty minutes. The mixture was diluted by the addition of 20 ml ethyl acetate, washed with brine and dried over MgSO4. The solvent was evaporated in vacuo. The resulting residue was dissolved in 2 ml acetonitrile and 105 μl 1,8-Diazabicyclo[5.4.0]unde...